From a dataset of the Open Reaction Database (ORD), a public repository of structured organic reaction records. describe an organic reaction: reactants, conditions, products, and yield Procedure: A 5 C mixture of 4-(4-aminophenyl)butyric acid (1.0 eq) and aqueous 6N hydrochloric acid (5.44 eq) was treated with 1.05 eq of a 3N aqueous solution of sodium nitrite, adding slowly so as to keep the temperature below 5 C. A solution of 2.8N aqueous potassium iodide (1.01 eq) was added. The reaction was stirred overnight. The layers were separated. The organic phase was purified by flash chromatography using methanol/methylene chloride as eluant to give 4-(4-iodophenyl)butyric acid. Reaction SMILES: N[C:2]1[CH:7]=[CH:6][C:5]([CH2:8][CH2:9][CH2:10][C:11]([OH:13])=[O:12])=[CH:4][CH:3]=1.Cl.N([O-])=O.[Na+].[I-:19].[K+]>>[I:19][C:2]1[CH:7]=[CH:6][C:5]([CH2:8][CH2:9][CH2:10][C:11]([OH:13])=[O:12])=[CH:4][CH:3]=1 |f:2.3,4.5|. Product: IC1=CC=C(C=C1)CCCC(=O)O (4-(4-iodophenyl)butyric acid). Starting materials: [I-].[K+] (potassium iodide), NC1=CC=C(C=C1)CCCC(=O)O (4-(4-aminophenyl)butyric acid), Cl (hydrochloric acid), aqueous solution, N(=O)[O-].[Na+] (sodium nitrite). Reaction conditions: time 8 hour. Starting materials: FC1=CC=C(CN=C=O)C=C1 (4-Fluorobenzylisocyanate), NC=1C2=C(N(N1)C(=O)OCC)C=C(S2)C(=O)OC (1-ethyl 5-methyl 3-amino-1H-thieno[3,2-c]pyrazole-1,5-dicarboxylate). Run in ClCCl (dichloromethane). Conditions: time 96 hour. Yields the product FC1=CC=C(CNC(=O)NC=2C3=C(N(N2)C(=O)OCC)C=C(S3)C(=O)OC)C=C1 (1-ethyl 5-methyl 3-({[(4-fluorobenzyl)amino]carbonyl}amino)-1H-thieno[3,2-c]pyrazole-1.5-dicarboxylate). Yield: 59.5%. As a reaction SMILES: [F:1][C:2]1[CH:11]=[CH:10][C:5]([CH2:6][N:7]=[C:8]=[O:9])=[CH:4][CH:3]=1.[NH2:12][C:13]1[C:14]2[S:25][C:24]([C:26]([O:28][CH3:29])=[O:27])=[CH:23][C:15]=2[N:16]([C:18]([O:20][CH2:21][CH3:22])=[O:19])[N:17]=1>ClCCl>[F:1][C:2]1[CH:3]=[CH:4][C:5]([CH2:6][NH:7][C:8]([NH:12][C:13]2[C:14]3[S:25][C:24]([C:26]([O:28][CH3:29])=[O:27])=[CH:23][C:15]=3[N:16]([C:18]([O:20][CH2:21][CH3:22])=[O:19])[N:17]=2)=[O:9])=[CH:10][CH:11]=1. Procedure details: 4-Fluorobenzylisocyanate (0.130 ml, 1.02 mmol) was added to a solution of 1-ethyl 5-methyl 3-amino-1H-thieno[3,2-c]pyrazole-1,5-dicarboxylate (85 mg, 0.32 mmol) in anhydrous dichloromethane (5 ml). After stirring for 96 h at room temperature, the solvent was removed under reduced pressure, and the residue purified by chromatography over silica gel (eluent dichloromethane 50; methyl alcohol 0.5; 6% aqueous ammonia 0.1) to yield 80 mg of the title compound as a white solid. Chromatographic method ... Starting materials: Cl.C(#N)C1(CC1)NC(=O)[C@H]1NC[C@@H](C1)S(=O)(=O)C1=C(C=CC=C1)C(F)(F)F ((2S,4R)-4-(2-trifluoromethyl-benzenesulfonyl)-pyrrolidine-2-carboxylic acid (1-cyano-cyclopropyl)-amide hydrochloride), C(C)(=O)OC(C)=O (acetic anhydride). Product: C(#N)C1(CC1)NC(=O)[C@H]1N(C[C@@H](C1)S(=O)(=O)C1=C(C=CC=C1)C(F)(F)F)C(C)=O ((2S,4R)-1-acetyl-4-(2-trifluoromethyl-benzenesulfonyl)-pyrrolidine-2-carboxylic acid (1-cyano-cyclopropyl)-amide). Reaction SMILES: Cl.[C:2]([C:4]1([NH:7][C:8]([C@@H:10]2[CH2:14][C@@H:13]([S:15]([C:18]3[CH:23]=[CH:22][CH:21]=[CH:20][C:19]=3[C:24]([F:27])([F:26])[F:25])(=[O:17])=[O:16])[CH2:12][NH:11]2)=[O:9])[CH2:6][CH2:5]1)#[N:3].[C:28](OC(=O)C)(=[O:30])[CH3:29]>>[C:2]([C:4]1([NH:7][C:8]([C@@H:10]2[CH2:14][C@@H:13]([S:15]([C:18]3[CH:23]=[CH:22][CH:21]=[CH:20][C:19]=3[C:24]([F:27])([F:25])[F:26])(=[O:17])=[O:16])[CH2:12][N:11]2[C:28](=[O:30])[CH3:29])=[O:9])[CH2:5][CH2:6]1)#[N:3] |f:0.1|. Reported procedure: (2S,4R)-4-(2-trifluoromethyl-benzenesulfonyl)-pyrrolidine-2-carboxylic acid (1-cyano-cyclopropyl)-amide hydrochloride from experiment K5 was acylated with acetic anhydride in analogy to experiment L29 to give (2S,4R)-1-acetyl-4-(2-trifluoromethyl-benzenesulfonyl)-pyrrolidine-2-carboxylic acid (1-cyano-cyclopropyl)-amide as a colorless solid. MS: 430.2 [M+H]+. Starting materials: C, COC(=O)c1nc(N2CCCC2)ccc1OCc1ccccc1, COCCOC, CO, [Pd]. Yields the product COC(=O)c1nc(N2CCCC2)ccc1O. RXN SMILES: [C:32].[CH2:1]([c:2]1[cH:3][cH:4][cH:5][cH:6][cH:7]1)[O:8][c:9]1[c:10]([C:20](=[O:21])[O:22][CH3:23])[n:11][c:12]([N:15]2[CH2:16][CH2:17][CH2:18][CH2:19]2)[cH:13][cH:14]1.[CH3:24][O:25][CH2:26][CH2:27][O:28][CH3:29].[CH3:30][OH:31].[Pd:33]>>[OH:8][c:9]1[c:10]([C:20](=[O:21])[O:22][CH3:23])[n:11][c:12]([N:15]2[CH2:16][CH2:17][CH2:18][CH2:19]2)[cH:13][cH:14]1. The reactants are [Br-], Cc1ccc2c(c1)c(C1=C(Br)C(=O)N(C)C1=O)cn2C, CC[Mg+], Cc1ccc2[nH]ccc2c1, Cc1ccccc1, O=C(O)CC(O)(CC(=O)O)C(=O)O. The product is Cc1ccc2[nH]cc(C3=C(c4cn(C)c5ccc(C)cc45)C(=O)N(C)C3=O)c2c1. RXN SMILES: [Br-:11].[Br:15][C:16]1=[C:21]([c:22]2[cH:23][n:24]([CH3:32])[c:25]3[cH:26][cH:27][c:28]([CH3:31])[cH:29][c:30]23)[C:20](=[O:33])[N:19]([CH3:34])[C:17]1=[O:18].[CH2:12]([Mg+:13])[CH3:14].[CH3:1][c:2]1[cH:3][c:4]2[cH:5][cH:6][nH:7][c:8]2[cH:9][cH:10]1.[CH3:48][c:49]1[cH:50][cH:51][cH:52][cH:53][cH:54]1.[OH:35][C:36]([CH2:37][C:38]([C:39](=[O:40])[OH:41])([CH2:42][C:43](=[O:44])[OH:45])[OH:46])=[O:47]>>[CH3:1][c:2]1[cH:3][c:4]2[c:5]([C:16]3=[C:21]([c:22]4[cH:23][n:24]([CH3:32])[c:25]5[cH:26][cH:27][c:28]([CH3:31])[cH:29][c:30]45)[C:20](=[O:33])[N:19]([CH3:34])[C:17]3=[O:18])[cH:6][nH:7][c:8]2[cH:9][cH:10]1. The reactants are COc1ccc(CN(Cc2ccc(OC)cc2)c2nc(C)nc(-c3cc(C(=O)N4CCC(O)CC4)cnc3Nc3cnc(OC)c(F)c3)n2)cc1, O=C(O)C(F)(F)F. Product: COc1ncc(Nc2ncc(C(=O)N3CCC(O)CC3)cc2-c2nc(C)nc(N)n2)cc1F. Reaction SMILES: [CH3:1][O:2][c:3]1[cH:4][cH:5][c:6]([CH2:7][N:8]([c:9]2[n:10][c:11](-[c:16]3[cH:17][c:18]([C:32](=[O:33])[N:34]4[CH2:35][CH2:36][CH:37]([OH:40])[CH2:38][CH2:39]4)[cH:19][n:20][c:21]3[NH:22][c:23]3[cH:24][n:25][c:26]([O:30][CH3:31])[c:27]([F:29])[cH:28]3)[n:12][c:13]([CH3:15])[n:14]2)[CH2:41][c:42]2[cH:43][cH:44][c:45]([O:46][CH3:47])[cH:48][cH:49]2)[cH:50][cH:51]1.[F:52][C:53]([F:54])([F:55])[C:56]([OH:57])=[O:58]>>[NH2:8][c:9]1[n:10][c:11](-[c:16]2[cH:17][c:18]([C:32](=[O:33])[N:34]3[CH2:35][CH2:36][CH:37]([OH:40])[CH2:38][CH2:39]3)[cH:19][n:20][c:21]2[NH:22][c:23]2[cH:24][n:25][c:26]([O:30][CH3:31])[c:27]([F:29])[cH:28]2)[n:12][c:13]([CH3:15])[n:14]1.